This data is from the Open Reaction Database (ORD), a public repository of structured organic reaction records. The task is: describe an organic reaction: reactants, conditions, products, and yield Procedure details: A mixture of (±)-benzyl 4-{3-fluoro-2-[4-(7-{[2-(trimethylsilyl)ethoxy]methyl}-7H-pyrrolo[2,3-d]pyrimidin-4-yl)-1H-pyrazol-1-yl]propyl}piperazine-1-carboxylate (0.064 g, 0.11 mmol) and (±)-benzyl 4-(2-fluoro-1-{[4-(7-{[2-(trimethylsilyl)ethoxy]methyl}-7H-pyrrolo[2,3-d]pyrimidin-4-yl)-1H-pyrazol-1-yl]methyl}ethyl)piperazine-1-carboxylate (0.064 g, 0.11 mmol) in 5 mL of methanol was hydrogenated in the presence of 5% Pd/C, under balloon pressure of hydrogen, for 2 h. After filtering off the cataly... RXN SMILES: [F:1][CH2:2][CH:3]([N:21]1[CH:25]=[C:24]([C:26]2[C:27]3[CH:34]=[CH:33][N:32]([CH2:35][O:36][CH2:37][CH2:38][Si:39]([CH3:42])([CH3:41])[CH3:40])[C:28]=3[N:29]=[CH:30][N:31]=2)[CH:23]=[N:22]1)[CH2:4][N:5]1[CH2:10][CH2:9][N:8](C(OCC2C=CC=CC=2)=O)[CH2:7][CH2:6]1.FCC(N1CCN(C(OCC2C=CC=CC=2)=O)CC1)CN1C=C(C2C3C=CN(COCC[Si](C)(C)C)C=3N=CN=2)C=N1.[H][H]>CO.[Pd]>[F:1][CH2:2][CH:3]([N:21]1[CH:25]=[C:24]([C:26]2[C:27]3[CH:34]=[CH:33][N:32]([CH2:35][O:36][CH2:37][CH2:38][Si:39]([CH3:42])([CH3:41])[CH3:40])[C:28]=3[N:29]=[CH:30][N:31]=2)[CH:23]=[N:22]1)[CH2:4][N:5]1[CH2:10][CH2:9][NH:8][CH2:7][CH2:6]1. Run in CO (methanol). Starting materials: [H][H] (hydrogen), FCC(CN1CCN(CC1)C(=O)OCC1=CC=CC=C1)N1N=CC(=C1)C=1C2=C(N=CN1)N(C=C2)COCC[Si](C)(C)C ((±)-benzyl 4-{3-fluoro-2-[4-(7-{[2-(trimethylsilyl)ethoxy]methyl}-7H-pyrrolo[2,3-d]pyrimidin-4-yl)-1H-pyrazol-1-yl]propyl}piperazine-1-carboxylate), FCC(CN1N=CC(=C1)C=1C2=C(N=CN1)N(C=C2)COCC[Si](C)(C)C)N2CCN(CC2)C(=O)OCC2=CC=CC=C2 ((±)-benzyl 4-(2-fluoro-1-{[4-(7-{[2-(trimethylsilyl)ethoxy]methyl}-7H-pyrrolo[2,3-d]pyrimidin-4-yl)-1H-pyrazol-1-yl]methyl}ethyl)piperazine-1-carboxylate). Reagents/catalysts: [Pd] (Pd/C). The product is FCC(CN1CCNCC1)N1N=CC(=C1)C=1C2=C(N=CN1)N(C=C2)COCC[Si](C)(C)C ((±)-4-{1-[2-fluoro-1-(piperazin-1-ylmethyl)ethyl]-1H-pyrazol-4-yl}-7-{[2-(trimethylsilyl)ethoxy]methyl}-7H-pyrrolo[2,3-d]pyrimidine). The reactants are O=C(O)c1ccc(N(CC(F)(F)F)CC(F)(F)F)c(OCC2CC2)n1, CCC(N)(CC)C(=O)NC. Product: CCC(CC)(NC(=O)c1ccc(N(CC(F)(F)F)CC(F)(F)F)c(OCC2CC2)n1)C(=O)NC. As a reaction SMILES: [F:1][C:2]([CH2:3][N:4]([c:5]1[cH:6][cH:7][c:8]([C:16](=[O:17])[OH:18])[n:9][c:10]1[O:11][CH2:12][CH:13]1[CH2:14][CH2:15]1)[CH2:19][C:20]([F:21])([F:22])[F:23])([F:24])[F:25].[NH2:26][C:27]([C:28](=[O:29])[NH:30][CH3:31])([CH2:32][CH3:33])[CH2:34][CH3:35]>>[F:1][C:2]([CH2:3][N:4]([c:5]1[cH:6][cH:7][c:8]([C:16](=[O:17])[NH:26][C:27]([C:28](=[O:29])[NH:30][CH3:31])([CH2:32][CH3:33])[CH2:34][CH3:35])[n:9][c:10]1[O:11][CH2:12][CH:13]1[CH2:14][CH2:15]1)[CH2:19][C:20]([F:21])([F:22])[F:23])([F:24])[F:25]. Reactants: ClC1=NC(=CC(=N1)N)Cl (2,6-Dichloropyrimidin-4-amine), C1(CCCC1)C#C (cyclopentyl acetylene). Reagents/catalysts: C=1C=CC(=CC1)[P](C=2C=CC=CC2)(C=3C=CC=CC3)[Pd]([P](C=4C=CC=CC4)(C=5C=CC=CC5)C=6C=CC=CC6)([P](C=7C=CC=CC7)(C=8C=CC=CC8)C=9C=CC=CC9)[P](C=1C=CC=CC1)(C=1C=CC=CC1)C=1C=CC=CC1 (tetrakis(triphenylphosphine)palladium(0)), [Cu](I)I (copper iodide). Run in C1CCOC1.C(C)N(CC)CC (THF triethylamine). Conditions: temperature 100 celsius. Yields the product C1(CCCC1)C#CC1=NC(=CC(=N1)N)Cl (2-(2-Cyclopentylethynyl)-6-chloropyrimidin-4-amine). The yield is 55.5%. RXN SMILES: Cl[C:2]1[N:7]=[C:6]([NH2:8])[CH:5]=[C:4]([Cl:9])[N:3]=1.[CH:10]1([C:15]#[CH:16])[CH2:14][CH2:13][CH2:12][CH2:11]1>C1C=CC([P]([Pd]([P](C2C=CC=CC=2)(C2C=CC=CC=2)C2C=CC=CC=2)([P](C2C=CC=CC=2)(C2C=CC=CC=2)C2C=CC=CC=2)[P](C2C=CC=CC=2)(C2C=CC=CC=2)C2C=CC=CC=2)(C2C=CC=CC=2)C2C=CC=CC=2)=CC=1.[Cu](I)I.C1COCC1.C(N(CC)CC)C>[CH:10]1([C:15]#[C:16][C:2]2[N:7]=[C:6]([NH2:8])[CH:5]=[C:4]([Cl:9])[N:3]=2)[CH2:14][CH2:13][CH2:12][CH2:11]1 |f:4.5,^1:20,22,41,60|. Reported procedure: 2,6-Dichloropyrimidin-4-amine (0.2 g, 1.22 mmol), tetrakis(triphenylphosphine)palladium(0) (42 mg, 0.043 mmol) and copper iodide (14 mg, 0.07 mmol) were introduced in a flask. A mixture of THF-triethylamine 2:3 (5 mL) was added and the system was inertized 3 times with vacuum/argon cycles. Finally, cyclopentyl acetylene (0.16 mL, 1.34 mmol) was added and the resulting mixture was heated at 100° C. overnight. The reaction crude was cooled at room temperature and filtered over Celite®. The solvent...